This data is from the Open Reaction Database (ORD), a public repository of structured organic reaction records. The task is: describe an organic reaction: reactants, conditions, products, and yield The reactants are C1(=CC=C(C=C1)S(=O)(=O)Cl)C (p-Toluenesulfonyl chloride), C(CCCCCCC)OC(CO)COCCCCCCCC (2,3-di-n-octyloxy-1-propanol), resultant solution, ice water. Run in N1=CC=CC=C1 (pyridine). Run at time 8 hour. Yields the product C1(=CC=C(C=C1)S(=O)(=O)OCC(COCCCCCCCC)OCCCCCCCC)C (2,3-di-n-octyloxy-1-propyl p-toluenesulfonate). Isolated yield 66.5%. Reaction SMILES: [C:1]1([CH3:11])[CH:6]=[CH:5][C:4]([S:7](Cl)(=[O:9])=[O:8])=[CH:3][CH:2]=1.[CH2:12]([O:20][CH:21]([CH2:24][O:25][CH2:26][CH2:27][CH2:28][CH2:29][CH2:30][CH2:31][CH2:32][CH3:33])[CH2:22][OH:23])[CH2:13][CH2:14][CH2:15][CH2:16][CH2:17][CH2:18][CH3:19]>N1C=CC=CC=1>[C:1]1([CH3:11])[CH:6]=[CH:5][C:4]([S:7]([O:23][CH2:22][CH:21]([O:20][CH2:12][CH2:13][CH2:14][CH2:15][CH2:16][CH2:17][CH2:18][CH3:19])[CH2:24][O:25][CH2:26][CH2:27][CH2:28][CH2:29][CH2:30][CH2:31][CH2:32][CH3:33])(=[O:9])=[O:8])=[CH:3][CH:2]=1. Reported procedure: p-Toluenesulfonyl chloride (1.2 g) was added to a stirred solution of 2,3-di-n-octyloxy-1-propanol (930 mg) in dried pyridine (10 ml) at 2° C. over 7 minutes. The reaction mixture was stirred at 0° to 5° C. for 2 hours and at room temperature overnight. The resultant solution was poured into ice water (50 ml) and extracted with ethyl acetate (40 ml). The extract was washed with dil. hydrochloric acid (20 ml) and a saturated aqueous solution of sodium chloride (20 ml) in turn, and dried over anhy... The reactants are C(CCCCCCCCCCCCCCC)Br (hexadecyl bromide), C(C#C)O (propargyl alcohol), [Li] (lithium), ferric chloride. The solvent is O1CCCC1 (tetrahydrofuran), N (ammonia). Run at time 1 hour. Yields the product C(C#CCCCCCCCCCCCCCCCC)O (2-Nonadecyn-1-ol). RXN SMILES: [CH2:1]([OH:4])[C:2]#[CH:3].[Li].[CH2:6](Br)[CH2:7][CH2:8][CH2:9][CH2:10][CH2:11][CH2:12][CH2:13][CH2:14][CH2:15][CH2:16][CH2:17][CH2:18][CH2:19][CH2:20][CH3:21]>O1CCCC1.N>[CH2:1]([OH:4])[C:2]#[C:3][CH2:21][CH2:20][CH2:19][CH2:18][CH2:17][CH2:16][CH2:15][CH2:14][CH2:13][CH2:12][CH2:11][CH2:10][CH2:9][CH2:8][CH2:7][CH3:6] |^1:4|. Reported procedure: A mixture of 56.1 g of propargyl alcohol in 100 ml of tetrahydrofuran and 15.6 g of lithium in 1 liter of ammonia containing a trace of ferric chloride is stirred for 1 hour. A 76.4 ml portion of hexadecyl bromide is added and the mixture refluxed for 8 hours then evaporated. The residue is dissolved in ether and washed with 10% hydrochloric acid, dried and purified by flash chromatography, to give 47.4 g of the desired compound as white platelets, mp. 60° C. Reactants: OC1=NNC=C1 (3-hydroxy-1H-pyrazole), C(C)(=O)OC(C)=O (acetic anhydride). The solvent is N1=CC=CC=C1 (pyridine), N1=CC=CC=C1 (pyridine). Conditions: temperature 95 celsius, time 60 minute. Product: C(C)(=O)N1N=C(C=C1)O (1-Acetyl-3-hydroxy-1H-pyrazole). Yield: 83.8%. As a reaction SMILES: [OH:1][C:2]1[CH:6]=[CH:5][NH:4][N:3]=1.[C:7](OC(=O)C)(=[O:9])[CH3:8]>N1C=CC=CC=1>[C:7]([N:4]1[CH:5]=[CH:6][C:2]([OH:1])=[N:3]1)(=[O:9])[CH3:8]. Procedure details: A solution of 3-hydroxy-1H-pyrazole (8.2 g, 97.5 mmol) in pyridine (40 mL) was heated to 95° C. A mixture consisting of acetic anhydride (9.4 mL, 102 mmol) and pyridine (20 mL) was added over 15 min; then stirring at 95° C. was continued for 60 min. All volatiles were then removed under reduced pressure and to the residue was added 200 mL of diethyl ether. The slurry was stirred overnight at room temperature, then the solid was filtered off and rinsed with diethyl ether. The product was obtained... The reactants are O=C([O-])O, C=CCOC(=O)N1CC(OS(C)(=O)=O)CC1CO, CN(C)C=O, CCOC(C)=O, [Cl-], [N-]=[N+]=[N-], [NH4+], [Na+], [Na+]. The product is C=CCOC(=O)N1CC(N=[N+]=[N-])CC1CO. RXN SMILES: [C:36](=[O:37])([O-:38])[OH:39].[CH2:1]([CH:2]=[CH2:3])[O:4][C:5](=[O:6])[N:7]1[CH:8]([CH2:17][OH:18])[CH2:9][CH:10]([O:12][S:13]([CH3:14])(=[O:15])=[O:16])[CH2:11]1.[CH3:25][N:26]([CH3:27])[CH:28]=[O:29].[CH3:30][CH2:31][O:32][C:33](=[O:34])[CH3:35].[Cl-:19].[N-:22]=[N+:23]=[N-:24].[NH4+:20].[Na+:21].[Na+:40]>>[CH2:1]([CH:2]=[CH2:3])[O:4][C:5](=[O:6])[N:7]1[CH:8]([CH2:17][OH:18])[CH2:9][CH:10]([N:22]=[N+:23]=[N-:24])[CH2:11]1. The reactants are C(C)OC(=O)C=1C(=C2C(=NC1)N(N=C2)CC)NC2=C(C=CC=C2)NCC (4-[[(2-ethylamino)phenyl]amino]-1-ethyl-1H-pyrazolo[3,4-b]pyridine-5-carboxylic acid ethyl ester), [OH-].[K+] (potassium hydroxide), alcohol. The product is CCNC1=C(C=CC=C1)NC1=C2C(=NC=C1C(=O)O)N(N=C2)CC (4-[[(2-ethylamino)phenyl]amino]-1-ethyl-1H-pyrazolo[3,4-b]pyridine-5-carboxylic acid). RXN SMILES: C([O:3][C:4]([C:6]1[C:7]([NH:17][C:18]2[CH:23]=[CH:22][CH:21]=[CH:20][C:19]=2[NH:24][CH2:25][CH3:26])=[C:8]2[CH:14]=[N:13][N:12]([CH2:15][CH3:16])[C:9]2=[N:10][CH:11]=1)=[O:5])C.[OH-].[K+]>>[CH3:26][CH2:25][NH:24][C:19]1[CH:20]=[CH:21][CH:22]=[CH:23][C:18]=1[NH:17][C:7]1[C:6]([C:4]([OH:5])=[O:3])=[CH:11][N:10]=[C:9]2[N:12]([CH2:15][CH3:16])[N:13]=[CH:14][C:8]=12 |f:1.2|. Reported procedure: 3.5 g. of 4-[[(2-ethylamino)phenyl]amino]-1-ethyl-1H-pyrazolo[3,4-b]pyridine-5-carboxylic acid ethyl ester (0.01 mol.) are heated at 60° for 12 hours with a solution of 1.7 g. of potassium hydroxide in 50 ml. of alcohol. The solvent is distilled off and the residue is dissolved in about 100 ml. of water. On acidifying with acetic acid, 4-[[(2-ethylamino)phenyl]amino]-1-ethyl-1H-pyrazolo[3,4-b]pyridine-5-carboxylic acid crystallizes and is purified by recrystallization from acetic acid, yeild 2.8...